This data is from the Open Reaction Database (ORD), a public repository of structured organic reaction records. The task is: describe an organic reaction: reactants, conditions, products, and yield Starting materials: aldehyde, FC(OC=1C=C(C#N)C=CC1)(F)F (3-trifluoromethoxy-benzonitrile), C(C)OCC (diethyl ether), Cl (hydrogen chloride), stannous chloride, ice water, stannous chloride, C(C)OCC (diethyl ether). Run at temperature 100 celsius, time 8 hour. Yields the product FC(OC=1C=C(C=O)C=CC1)(F)F (3-trifluoromethoxy-benzaldehyde). Isolated yield 44.0%. As a reaction SMILES: Cl.[F:2][C:3]([F:14])([F:13])[O:4][C:5]1[CH:6]=[C:7]([CH:10]=[CH:11][CH:12]=1)[C:8]#N.C([O:17]CC)C>>[F:2][C:3]([F:14])([F:13])[O:4][C:5]1[CH:6]=[C:7]([CH:10]=[CH:11][CH:12]=1)[CH:8]=[O:17]. Reported procedure: 103 g (0.544 mol) of stannous chloride and 400 ml of diethyl ether are introduced into a one liter three-necked flask equipped with a condenser, a mechanical stirrer and a gas bubbler tube. This mixture is cooled and saturated with hydrogen chloride gas until the stannous chloride is completely dissolved. A solution of 72.7 g (0.388 mol) of 3-trifluoromethoxy-benzonitrile in 75 ml of anhydrous diethyl ether is added dropwise but fastly via the dropping funnel, while the mixture is cooled with ic... Starting materials: ClC1=C(C=CC=C1)C1CC(C(C(C1)=O)C(CC)=O)=O (5-(2-chlorophenyl)-2-propionylcyclohexane-1,3-dione), O.NN.O.NN (hydrazine hydrate hydrazine hydrate). Solvent: C(C)O (ethanol). Yields the product ClC1=C(C=CC=C1)C1CC(C=2C(=NNC2C1)CC)=O (6-(2-chlorophenyl)-3-ethyl-4,5,6,7-tetrahydroindazol-4-one). Isolated yield 142.7%. RXN SMILES: [Cl:1][C:2]1[CH:7]=[CH:6][CH:5]=[CH:4][C:3]=1[CH:8]1[CH2:13][C:12](=O)[CH:11]([C:15](=O)[CH2:16][CH3:17])[C:10](=[O:19])[CH2:9]1.O.[NH2:21][NH2:22].O.NN>C(O)C>[Cl:1][C:2]1[CH:7]=[CH:6][CH:5]=[CH:4][C:3]=1[CH:8]1[CH2:13][C:12]2[NH:22][N:21]=[C:15]([CH2:16][CH3:17])[C:11]=2[C:10](=[O:19])[CH2:9]1 |f:1.2.3.4|. Procedure details: A solution of 5-(2-chlorophenyl)-2-propionylcyclohexane-1,3-dione (0.6 g) and hydrazine hydrate hydrazine hydrate (0.12 g) in ethanol (20 ml) was refluxed for 2 hours. Under reduced pressure, the solvent was evaporated, and the residue was recrystallized from ethyl acetate-hexane to give colorless crystals of 6-(2-chlorophenyl)-3-ethyl-4,5,6,7-tetrahydroindazol-4-one (0.47 g). The reactants are C1CCOC1, CO, Cl, [Na+], [OH-], COC(=O)C1=Cc2cc(OCc3ccc(-c4ccccc4)cc3)ccc2CCC1. Yields the product O=C(O)C1=Cc2cc(OCc3ccc(-c4ccccc4)cc3)ccc2CCC1. RXN SMILES: [CH2:35]1[O:36][CH2:37][CH2:38][CH2:39]1.[CH3:33][OH:34].[ClH:32].[Na+:31].[OH-:30].[c:1]1(-[c:7]2[cH:8][cH:9][c:10]([CH2:11][O:12][c:13]3[cH:14][cH:15][c:16]4[c:17]([cH:27]3)[CH:18]=[C:19]([C:23](=[O:24])[O:25][CH3:26])[CH2:20][CH2:21][CH2:22]4)[cH:28][cH:29]2)[cH:2][cH:3][cH:4][cH:5][cH:6]1>>[c:1]1(-[c:7]2[cH:8][cH:9][c:10]([CH2:11][O:12][c:13]3[cH:14][cH:15][c:16]4[c:17]([cH:27]3)[CH:18]=[C:19]([C:23](=[O:24])[OH:25])[CH2:20][CH2:21][CH2:22]4)[cH:28][cH:29]2)[cH:2][cH:3][cH:4][cH:5][cH:6]1. Starting materials: N (ammonia), NC(=O)N (urea), NCCNCCN (diethylenetriamine), N (Ammonia). Run at temperature 140 celsius. Yields the product NCCN1C(NCC1)=O (2-aminoethyl imidazolidinone). RXN SMILES: N[C:2](N)=[O:3].[NH2:5][CH2:6][CH2:7][NH:8][CH2:9][CH2:10][NH2:11].N>>[NH2:5][CH2:6][CH2:7][N:8]1[CH2:9][CH2:10][NH:11][C:2]1=[O:3]. Procedure: In a suitable reactor equipped with agitation and a reflux condenser, 465 parts by weight of urea and 798 parts by weight of diethylenetriamine were charged. The reaction mix was slowly heated to 140° C. Ammonia started to evolve at about 130° C. The temperature was slowly raised to 150° C. As the evolution of ammonia subsided, vacuum was applied and the remaining ammonia was removed. Product yield was approximately 1000 parts by weight. The product had a viscosity of 6000 cps at 25° C. and an M... The reactants are O=C1CCC(=O)N1Br, COc1ccc2c(c1)OC(C)(C)CC2=O, CN(C)C=O. Product: COc1cc2c(cc1Br)C(=O)CC(C)(C)O2. RXN SMILES: [Br:16][N:17]1[C:18](=[O:19])[CH2:20][CH2:21][C:22]1=[O:23].[CH3:1][O:2][c:3]1[cH:4][cH:5][c:6]2[c:11]([cH:12]1)[O:10][C:9]([CH3:13])([CH3:14])[CH2:8][C:7]2=[O:15].[CH3:24][N:25]([CH3:26])[CH:27]=[O:28]>>[CH3:1][O:2][c:3]1[c:4]([Br:16])[cH:5][c:6]2[c:11]([cH:12]1)[O:10][C:9]([CH3:13])([CH3:14])[CH2:8][C:7]2=[O:15]. Starting materials: OCCC1=CC2=C(O1)CCC=1CC(C=CC12)C(=O)OC (methyl 2-(2-hydroxyethyl)-4,5,6,7-tetrahydronaphtho[2,1-b]furan-7-carboxylate), C1(=CC=CC=C1)C1=NOC2=C1C=CC(=C2CCC)O (3-phenyl-7-propyl-6-hydroxybenz[4,5]isoxazole). Product: C1(=CC=CC=C1)C1=NOC2=C1C=CC(=C2CCC)OCCC2=CC1=C(O2)CCC=2CC(C=CC21)C(=O)O (2-(2-(3-phenyl-7-propylbenz[4,5]isoxazol-6-yloxy)ethyl)-4,5,6,7-tetrahydronaphtho[2,1-b]furan-7-carboxylic Acid). RXN SMILES: [OH:1][CH2:2][CH2:3][C:4]1[O:8][C:7]2[CH2:9][CH2:10][C:11]3[CH2:12][CH:13]([C:17]([O:19]C)=[O:18])[CH:14]=[CH:15][C:16]=3[C:6]=2[CH:5]=1.[C:21]1([C:27]2[C:31]3[CH:32]=[CH:33][C:34](O)=[C:35]([CH2:36][CH2:37][CH3:38])[C:30]=3[O:29][N:28]=2)[CH:26]=[CH:25][CH:24]=[CH:23][CH:22]=1>>[C:21]1([C:27]2[C:31]3[CH:32]=[CH:33][C:34]([O:1][CH2:2][CH2:3][C:4]4[O:8][C:7]5[CH2:9][CH2:10][C:11]6[CH2:12][CH:13]([C:17]([OH:19])=[O:18])[CH:14]=[CH:15][C:16]=6[C:6]=5[CH:5]=4)=[C:35]([CH2:36][CH2:37][CH3:38])[C:30]=3[O:29][N:28]=2)[CH:22]=[CH:23][CH:24]=[CH:25][CH:26]=1. Procedure details: Using the procedure from Example 1, steps F and G, the title compound was prepared from methyl 2-(2-hydroxyethyl)-4,5,6,7-tetrahydronaphtho[2,1-b]furan-7-carboxylate and 3-phenyl-7-propyl-6-hydroxybenz[4,5]isoxazole as a colorless oil.